Dataset: the Open Reaction Database (ORD), a public repository of structured organic reaction records. Task: describe an organic reaction: reactants, conditions, products, and yield The reactants are BrCc1ccccc1, O=C([O-])[O-], CN(C)C=O, [K+], [K+], COC(=O)c1cc(O)cc(O)c1. Product: COC(=O)c1cc(O)cc(OCc2ccccc2)c1. Reaction SMILES: [Br:13][CH2:14][c:15]1[cH:16][cH:17][cH:18][cH:19][cH:20]1.[C:21](=[O:22])([O-:23])[O-:24].[CH3:27][N:28]([CH3:29])[CH:30]=[O:31].[K+:25].[K+:26].[OH:1][c:2]1[cH:3][c:4]([C:5](=[O:6])[O:7][CH3:8])[cH:9][c:10]([OH:12])[cH:11]1>>[O:1]([c:2]1[cH:3][c:4]([C:5](=[O:6])[O:7][CH3:8])[cH:9][c:10]([OH:12])[cH:11]1)[CH2:14][c:15]1[cH:16][cH:17][cH:18][cH:19][cH:20]1. Reactants: COC(=O)C1(COCc2ccc(OC)cc2)CN(c2c(C)cccc2C)C(=O)C1C, ClCCl, N#CC1=C(C#N)C(=O)C(Cl)=C(Cl)C1=O, ClCCl, O. Yields the product COC(=O)C1(CO)CN(c2c(C)cccc2C)C(=O)C1C. Reaction SMILES: [CH3:1][O:2][C:3](=[O:4])[C:5]1([CH2:20][O:21][CH2:22][c:23]2[cH:24][cH:25][c:26]([O:27][CH3:28])[cH:29][cH:30]2)[CH2:6][N:7]([c:12]2[c:13]([CH3:19])[cH:14][cH:15][cH:16][c:17]2[CH3:18])[C:8](=[O:11])[CH:9]1[CH3:10].[Cl:31][CH2:32][Cl:33].[Cl:35][C:36]1=[C:47]([Cl:48])[C:45](=[O:46])[C:42]([C:43]#[N:44])=[C:39]([C:40]#[N:41])[C:37]1=[O:38].[Cl:49][CH2:50][Cl:51].[OH2:34]>>[CH3:1][O:2][C:3](=[O:4])[C:5]1([CH2:20][OH:21])[CH2:6][N:7]([c:12]2[c:13]([CH3:19])[cH:14][cH:15][cH:16][c:17]2[CH3:18])[C:8](=[O:11])[CH:9]1[CH3:10]. Reactants: NC1=CC(=C(C=C1)C1=CN=CO1)OC (5-(4-Amino-2-methoxyphenyl)oxazole), ClCC(=O)NC1=CC=C(C=C1)F (2-chloro-4′-fluoroacetanilide). Run in CN(C)C=O (DMF). Yields the product FC1=CC=C(C=C1)NC(CNC1=CC(=C(C=C1)C1=CN=CO1)OC)=O (N-(4-Fluorophenyl)-N2-[3-methoxy-4-(5-oxazolyl)phenyl]glycinamide). As a reaction SMILES: [NH2:1][C:2]1[CH:7]=[CH:6][C:5]([C:8]2[O:12][CH:11]=[N:10][CH:9]=2)=[C:4]([O:13][CH3:14])[CH:3]=1.Cl[CH2:16][C:17]([NH:19][C:20]1[CH:25]=[CH:24][C:23]([F:26])=[CH:22][CH:21]=1)=[O:18]>CN(C=O)C>[F:26][C:23]1[CH:22]=[CH:21][C:20]([NH:19][C:17](=[O:18])[CH2:16][NH:1][C:2]2[CH:7]=[CH:6][C:5]([C:8]3[O:12][CH:11]=[N:10][CH:9]=3)=[C:4]([O:13][CH3:14])[CH:3]=2)=[CH:25][CH:24]=1. Procedure: A solution of 1D, (101 mg, 0.53 mmol) and 2-chloro-4′-fluoroacetanilide (50 mg, 0.27 mmol) in DMF (0.15 mL) was heated at 100° C. for 15 h. After the reaction had cooled, the solvent was removed under reduced pressure, and the residue was subjected to preparative HPLC to give 1 as a tan solid. LC/MS: ret. timeA32 3.527 min., MS (M+H)+=342.